From a dataset of the Open Reaction Database (ORD), a public repository of structured organic reaction records. describe an organic reaction: reactants, conditions, products, and yield The reactants are COC(=O)c1ccc(CN)cc1, Clc1nc(Cl)c2nc[nH]c2n1, Cl, [Na+], O=C([O-])O, O. Yields the product COC(=O)c1ccc(CNc2nc(Cl)nc3[nH]cnc23)cc1. RXN SMILES: [CH3:13][O:14][C:15]([c:16]1[cH:17][cH:18][c:19]([CH2:22][NH2:23])[cH:20][cH:21]1)=[O:24].[Cl:1][c:2]1[n:3][c:4]([Cl:11])[c:5]2[n:6][cH:7][nH:8][c:9]2[n:10]1.[ClH:12].[Na+:29].[O-:25][C:26]([OH:27])=[O:28].[OH2:30]>>[Cl:1][c:2]1[n:3][c:4]([NH:23][CH2:22][c:19]2[cH:18][cH:17][c:16]([C:15]([O:14][CH3:13])=[O:24])[cH:21][cH:20]2)[c:5]2[n:6][cH:7][nH:8][c:9]2[n:10]1. The reactants are C(C)(C)(C)OC(=O)N1C(C2=CC=CC=C2C1)C1=C(C=CC(=C1)Cl)O ((±)-1-(5-chloro-2-hydroxy-phenyl)-1,3-dihydro-isoindole-2-carboxylic acid tert-butyl ester), C([O-])([O-])=O.[K+].[K+] (potassium carbonate), BrCC(=O)OCC (ethyl bromoacetate). Run in O (water), CC(=O)C (acetone). Run at time 18 hour. Product: C1NCC2=CC=CC=C12 (isoindoline). RXN SMILES: C(OC([N:8]1[CH2:16][C:15]2[C:10](=[CH:11][CH:12]=[CH:13][CH:14]=2)[CH:9]1C1C=C(Cl)C=CC=1O)=O)(C)(C)C.C(=O)([O-])[O-].[K+].[K+].BrCC(OCC)=O>CC(C)=O.O>[CH2:9]1[C:10]2[C:15](=[CH:14][CH:13]=[CH:12][CH:11]=2)[CH2:16][NH:8]1 |f:1.2.3|. Reported procedure: To a mixture of (±)-1-(5-chloro-2-hydroxy-phenyl)-1,3-dihydro-isoindole-2-carboxylic acid tert-butyl ester (7.47 g, 21.6 mmol, 1.0 eq.) and potassium carbonate anhydrous (4.48 g, 32.4 mmol, 1.5 eq.) in acetone (400 mL), ethyl bromoacetate (2.63 mL, 23.8 mmol, 1.1 eq.) was added. The mixture was stirred at r.t. for 18 hours. The reaction mixture was poured in water (150 mL). The mixture was extracted with AcOEt (2×200 mL). The comb. org. phases were dried over MgSO4 and concentrated in vacuo. The... Reactants: C([O-])(O)=O.[Na+] (sodium bicarbonate), C(C)(C)(C)OC(=O)N1C(=CC=2C1=NC=C(C2)OCC2=CC=CC=C2)C(=O)O (5-benzyloxy-pyrrolo[2,3-b]pyridine-1,2-dicarboxylic acid 1-tert-butyl ester), C(C)(C)(C)OC(=O)N1C(=CC=2C1=NC=C(C2)OCC2=CC=CC=C2)C(=O)O (5-benzyloxy-pyrrolo[2,3-b]pyridine-1,2-dicarboxylic acid 1-tert-butyl ester), F[B-](F)(F)F.N1(N=NC2=C1C=CC=C2)OC(=[N+](C)C)N(C)C (O-(benzotriazol-1-yl)-N,N,N′,N′-tetramethyluronium tetrafluoroborate), Cl.FC1(CCNCC1)F (4,4-difluoropiperidine hydrochloride), C(C)(C)N(C(C)C)CC (N,N-diisopropylethylamine). The solvent is CN(C)C=O (DMF). Run at time 40 minute. Yields the product C(C)(C)(C)OC(=O)N1C(=CC=2C1=NC=C(C2)OCC2=CC=CC=C2)C(=O)N2CCC(CC2)(F)F (5-Benzyloxy-2-(4,4-difluoro-piperidine-1-carbonyl)-pyrrolo[2,3-b]pyridine-1-carboxylic Acid tert-butyl Ester). Isolated yield 95.8%. RXN SMILES: [C:1]([O:5][C:6]([N:8]1[C:12]2=[N:13][CH:14]=[C:15]([O:17][CH2:18][C:19]3[CH:24]=[CH:23][CH:22]=[CH:21][CH:20]=3)[CH:16]=[C:11]2[CH:10]=[C:9]1[C:25](O)=[O:26])=[O:7])([CH3:4])([CH3:3])[CH3:2].F[B-](F)(F)F.N1(OC(N(C)C)=[N+](C)C)C2C=CC=CC=2N=N1.Cl.[F:51][C:52]1([F:58])[CH2:57][CH2:56][NH:55][CH2:54][CH2:53]1.C(N(CC)C(C)C)(C)C.C(=O)(O)[O-].[Na+]>CN(C=O)C>[C:1]([O:5][C:6]([N:8]1[C:12]2=[N:13][CH:14]=[C:15]([O:17][CH2:18][C:19]3[CH:20]=[CH:21][CH:22]=[CH:23][CH:24]=3)[CH:16]=[C:11]2[CH:10]=[C:9]1[C:25]([N:55]1[CH2:56][CH2:57][C:52]([F:58])([F:51])[CH2:53][CH2:54]1)=[O:26])=[O:7])([CH3:3])([CH3:4])[CH3:2] |f:1.2,3.4,6.7|. Procedure: To the solution of 2.3 g (6.2 mmol) 5-benzyloxy-pyrrolo[2,3-b]pyridine-1,2-dicarboxylic acid 1-tert-butyl ester (intermediate G), 2.5 g (7.8 mmol) O-(benzotriazol-1-yl)-N,N,N′,N′-tetramethyluronium tetrafluoroborate and 1.2 g (7.8 mmol) 4,4-difluoropiperidine hydrochloride in 30 ml DMF, 6.4 ml (4.8 g, 37.4 mmol) N,N-diisopropylethylamine were added. After 40 min. stirring at room temperature the clear solution was poured on saturated aqueous sodium bicarbonate solution and was extracted three ti...